From a dataset of the Open Reaction Database (ORD), a public repository of structured organic reaction records. describe an organic reaction: reactants, conditions, products, and yield Starting materials: OC1CCC(CC1)=O (4-hydroxycyclohexanone), O1CCCC=C1 (dihydropyran), C1(=CC=C(C=C1)S(=O)(=O)O)C (p-toluenesulfonic acid). Solvent: CCOCC (ether). Reaction conditions: time 2.5 hour. Product: O1C(CCCC1)OC1CCC(CC1)=O (4-[(tetrahydropyran-2-yl)oxy]cyclohexanone). Reaction SMILES: [OH:1][CH:2]1[CH2:7][CH2:6][C:5](=[O:8])[CH2:4][CH2:3]1.[O:9]1[CH:14]=[CH:13][CH2:12][CH2:11][CH2:10]1.C1(C)C=CC(S(O)(=O)=O)=CC=1>CCOCC>[O:9]1[CH2:14][CH2:13][CH2:12][CH2:11][CH:10]1[O:8][CH:5]1[CH2:6][CH2:7][C:2](=[O:1])[CH2:3][CH2:4]1. Procedure: A solution comprising 10 g. of 4-hydroxycyclohexanone, 10 g. of dihydropyran and 0.5 g. of p-toluenesulfonic acid in 100 ml. of ether is allowed to stand at room temperature for about 2.5 hours. The solution is then washed with saturated aqueous sodium bicarbonate solution and brine, 50 ml. of dry benzene added and the solution then evaporated to dryness to give 4-[(tetrahydropyran-2-yl)oxy]cyclohexanone as an oil. Reactants: C(C)(C)(C)OC(=O)N1C=CC2=CC(=CC=C12)C(C)=O (5-acetyl-indole-1-carboxylic acid tert-butyl ester), C(C)(C)(C)OC(=O)N1C=CC2=CC(=CC=C12)C(C)=O (5-acetyl-indole-1-carboxylic acid tert-butyl ester), C(CO)O (ethylene glycol), C1(=CC=C(C=C1)S(=O)(=O)[O-])C.[NH+]1=CC=CC=C1 (pyridinium p-toluenesulfonate), C(=O)(O)[O-].[Na+] (NaHCO3). Run at time 15 minute. Procedure: A mixture of 5-acetyl-indole-1-carboxylic acid tert-butyl ester [4.85 g, 18.70 mmol, Intermediate (18)], ethylene glycol (5.0 g), pyridinium p-toluenesulfonate (100 mg) in benzene (35 mL) is refluxed under N2 with a Dean-Stark trap for 24 hours. To this resulting dark reaction mixture is added solid NaHCO3 (2.5 g). After stirring for 15 minutes, it is filtered under suction and washed three times with ethyl acetate (30 mL). The filtrate is washed twice with water (10 mL) and dried over sodium su... Yields the product C(C)(C)(C)OC(=O)N1C=CC2=CC(=CC=C12)C1(OCCO1)C (5-(2-methyl-[1,3]dioxolan-2-yl)-indole-1-carboxylic acid tert-butyl ester). RXN SMILES: [C:1]([O:5][C:6]([N:8]1[C:16]2[C:11](=[CH:12][C:13]([C:17](=[O:19])[CH3:18])=[CH:14][CH:15]=2)[CH:10]=[CH:9]1)=[O:7])([CH3:4])([CH3:3])[CH3:2].[CH2:20](O)[CH2:21][OH:22].C1(C)C=CC(S([O-])(=O)=O)=CC=1.[NH+]1C=CC=CC=1.C([O-])(O)=O.[Na+]>C1C=CC=CC=1>[C:1]([O:5][C:6]([N:8]1[C:16]2[C:11](=[CH:12][C:13]([C:17]3([CH3:18])[O:22][CH2:21][CH2:20][O:19]3)=[CH:14][CH:15]=2)[CH:10]=[CH:9]1)=[O:7])([CH3:4])([CH3:2])[CH3:3] |f:2.3,4.5|. Run in C1=CC=CC=C1 (benzene). Yields the product CC(C)CN(Cc1sc(Cl)nc1Cl)C1CCN(C(=O)OC(C)(C)C)CC1. As a reaction SMILES: [C:1]([CH3:2])([CH3:3])([CH3:4])[O:5][C:6](=[O:7])[N:8]1[CH2:9][CH2:10][CH:11]([NH:14][CH2:15][c:16]2[c:17]([Cl:22])[n:18][c:19]([Cl:21])[s:20]2)[CH2:12][CH2:13]1.[C:32]([O:33][BH-:34]([O:35][C:36](=[O:37])[CH3:38])[O:39][C:40](=[O:41])[CH3:42])(=[O:43])[CH3:44].[C:55]([O:56][CH3:57])([CH3:58])([CH3:59])[CH3:60].[CH3:23][C:24](=[O:25])[OH:26].[CH:27]([CH:28]([CH3:29])[CH3:30])=[O:31].[Cl:46][c:47]1[s:48][c:49]([CH2:50][OH:51])[c:52]([Cl:53])[n:54]1.[Na+:45]>>[C:1]([CH3:2])([CH3:3])([CH3:4])[O:5][C:6](=[O:7])[N:8]1[CH2:9][CH2:10][CH:11]([N:14]([CH2:15][c:16]2[c:17]([Cl:22])[n:18][c:19]([Cl:21])[s:20]2)[CH2:27][CH:28]([CH3:29])[CH3:30])[CH2:12][CH2:13]1. The reactants are CC(C)(C)OC(=O)N1CCC(NCc2sc(Cl)nc2Cl)CC1, CC(=O)O[BH-](OC(C)=O)OC(C)=O, COC(C)(C)C, CC(=O)O, CC(C)C=O, OCc1sc(Cl)nc1Cl, [Na+].